describe an organic reaction: reactants, conditions, products, and yield From a dataset of the Open Reaction Database (ORD), a public repository of structured organic reaction records. The product is CS(=O)(=O)OCC=1C2=C(N=C(N1)C)SC(=N2)C2CCC(CC2)(C)C ([2-(4,4-dimethylcyclohexyl)-5-methyl[1,3]thiazolo[5,4-d]pyrimidin-7-yl]methyl methanesulfonate). Procedure details: To a mixture of [2-(4,4-dimethylcyclohexyl)-5-methyl[1,3]thiazolo[5,4-d]pyrimidin-7-yl]methanol (6.42 g) and EtOAc (65 mL) were added dropwise TEA (4.5 mL) and MsCl (2.1 mL) under ice-cooling, followed by stirring at 0° C. for 1 hour. The reaction mixture was filtered and then to the liquid was added saturated aqueous sodium bicarbonate, followed by extraction with EtOAc. The organic layer was dried over MgSO4 and then concentrated under reduced pressure to obtain [2-(4,4-dimethylcyclohexyl)-5-m... Reactants: TEA, CS(=O)(=O)Cl (MsCl), CC1(CCC(CC1)C=1SC=2N=C(N=C(C2N1)CO)C)C ([2-(4,4-dimethylcyclohexyl)-5-methyl[1,3]thiazolo[5,4-d]pyrimidin-7-yl]methanol). The solvent is CCOC(=O)C (EtOAc). Run at temperature 0 celsius, time 1 hour. RXN SMILES: [CH3:1][C:2]1([CH3:20])[CH2:7][CH2:6][CH:5]([C:8]2[S:9][C:10]3[N:11]=[C:12]([CH3:19])[N:13]=[C:14]([CH2:17][OH:18])[C:15]=3[N:16]=2)[CH2:4][CH2:3]1.[CH3:21][S:22](Cl)(=[O:24])=[O:23]>CCOC(C)=O>[CH3:21][S:22]([O:18][CH2:17][C:14]1[C:15]2[N:16]=[C:8]([CH:5]3[CH2:4][CH2:3][C:2]([CH3:20])([CH3:1])[CH2:7][CH2:6]3)[S:9][C:10]=2[N:11]=[C:12]([CH3:19])[N:13]=1)(=[O:24])=[O:23]. The reactants are CC(C)(C)O, CS(N)(=O)=O, CC(C)(C)OC(=O)N1CC=C(c2ccc(Cl)cc2)C(C)(C)C1, [Na+], [Na+], O, O=S([O-])[O-]. Reaction SMILES: [C:35]([OH:36])([CH3:37])([CH3:38])[CH3:39].[CH3:1][S:2]([NH2:3])(=[O:4])=[O:5].[Cl:6][c:7]1[cH:8][cH:9][c:10]([C:13]2=[CH:14][CH2:15][N:16]([C:21](=[O:22])[O:23][C:24]([CH3:25])([CH3:26])[CH3:27])[CH2:17][C:18]2([CH3:19])[CH3:20])[cH:11][cH:12]1.[Na+:32].[Na+:33].[OH2:34].[S:28](=[O:29])([O-:30])[O-:31]>>[Cl:6][c:7]1[cH:8][cH:9][c:10]([C:13]2([OH:29])[CH:14]([OH:34])[CH2:15][N:16]([C:21](=[O:22])[O:23][C:24]([CH3:25])([CH3:26])[CH3:27])[CH2:17][C:18]2([CH3:19])[CH3:20])[cH:11][cH:12]1. The product is CC(C)(C)OC(=O)N1CC(O)C(O)(c2ccc(Cl)cc2)C(C)(C)C1. The product is C12CC(CC(CC1)N2)N2C1=CC=CC(=C1SC=1C=C(C=CC21)Br)OC (10-(8-aza-bicyclo[3.2.1]oct-3-yl)-3-bromo-6-methoxy-10H-phenothiazine). Procedure: Using an adaptation of the method described in Procedure 21, substituting 3-bromo-6-methoxy-10-(8-methyl-8-aza-bicyclo[3.2.1]oct-3-yl)-10H-phenothiazine, 3cc for 3-bromo-10-(8-methyl-8-aza-bicyclo[3.2.1]oct-3-yl)-10H-phenothiazine, 31, the title compound 10-(8-aza-bicyclo[3.2.1]oct-3-yl)-3-bromo-6-methoxy-10H-phenothiazine, 4cc was obtained a mixture of endo and exo isomers. Reactants: BrC=1C=CC=2N(C3=CC=CC(=C3SC2C1)OC)C1CC2CCC(C1)N2C (3-bromo-6-methoxy-10-(8-methyl-8-aza-bicyclo[3.2.1]oct-3-yl)-10H-phenothiazine), BrC=1C=CC=2N(C3=CC=CC=C3SC2C1)C1CC2CCC(C1)N2C (3-bromo-10-(8-methyl-8-aza-bicyclo[3.2.1]oct-3-yl)-10H-phenothiazine). Reaction SMILES: [Br:1][C:2]1[CH:3]=[CH:4][C:5]2[N:6]([CH:18]3[CH2:24][CH:23]4[N:25](C)[CH:20]([CH2:21][CH2:22]4)[CH2:19]3)[C:7]3[C:12]([S:13][C:14]=2[CH:15]=1)=[C:11]([O:16][CH3:17])[CH:10]=[CH:9][CH:8]=3.BrC1C=CC2N(C3CC4N(C)C(CC4)C3)C3C(SC=2C=1)=CC=CC=3>>[CH:23]12[NH:25][CH:20]([CH2:21][CH2:22]1)[CH2:19][CH:18]([N:6]1[C:5]3[CH:4]=[CH:3][C:2]([Br:1])=[CH:15][C:14]=3[S:13][C:12]3[C:7]1=[CH:8][CH:9]=[CH:10][C:11]=3[O:16][CH3:17])[CH2:24]2. The reactants are O=C([O-])O, CN1CCCC1=O, NCc1ccc(Cl)nc1, Fc1ccccn1, [Na+]. Product: Clc1ccc(CNc2ccccn2)cn1. As a reaction SMILES: [C:17](=[O:18])([OH:19])[O-:20].[CH3:22][N:23]1[CH2:24][CH2:25][CH2:26][C:27]1=[O:28].[Cl:8][c:9]1[cH:10][cH:11][c:12]([CH2:15][NH2:16])[cH:13][n:14]1.[F:1][c:2]1[n:3][cH:4][cH:5][cH:6][cH:7]1.[Na+:21]>>[c:2]1([NH:16][CH2:15][c:12]2[cH:11][cH:10][c:9]([Cl:8])[n:14][cH:13]2)[n:3][cH:4][cH:5][cH:6][cH:7]1. The reactants are CCC1(C(=O)NC(=NC1=O)[O-])CC.[Na+] (sodium barbital). Run in O (water). Yields the product CCC1(C(=O)NC(=O)NC1=O)CC (Veronal). RXN SMILES: [CH3:1][CH2:2][C:3]1([CH2:12][CH3:13])[C:9](=[O:10])[N:8]=[C:7]([O-:11])[NH:6][C:4]1=[O:5].[Na+]>O>[CH3:1][CH2:2][C:3]1([CH2:12][CH3:13])[C:4](=[O:5])[NH:6][C:7](=[O:11])[NH:8][C:9]1=[O:10] |f:0.1|. Procedure: (41.2g sodium barbital in one liter of distilled water) Reactants: IC=1C=C2CCC(NC2=CC1)CN1CCCC1 (6-iodo-2-pyrrolidin-1-ylmethyl-1,2,3,4-tetrahydro-quinoline), ClC1=CC=C(C=C1)C=1C=CC(=NC1)C#C (5-(4-chloro-phenyl)-2-ethynyl-pyridine). Yields the product ClC1=CC=C(C=C1)C=1C=CC(=NC1)C#CC=1C=C2CCC(NC2=CC1)CN1CCCC1 (6-[5-(4-chloro-phenyl)-pyridin-2-ylethynyl]-2-pyrrolidin-1-ylmethyl-1,2,3,4-tetrahydro-quinoline). RXN SMILES: I[C:2]1[CH:3]=[C:4]2[C:9](=[CH:10][CH:11]=1)[NH:8][CH:7]([CH2:12][N:13]1[CH2:17][CH2:16][CH2:15][CH2:14]1)[CH2:6][CH2:5]2.[Cl:18][C:19]1[CH:24]=[CH:23][C:22]([C:25]2[CH:26]=[CH:27][C:28]([C:31]#[CH:32])=[N:29][CH:30]=2)=[CH:21][CH:20]=1>>[Cl:18][C:19]1[CH:20]=[CH:21][C:22]([C:25]2[CH:26]=[CH:27][C:28]([C:31]#[C:32][C:2]3[CH:3]=[C:4]4[C:9](=[CH:10][CH:11]=3)[NH:8][CH:7]([CH2:12][N:13]3[CH2:17][CH2:16][CH2:15][CH2:14]3)[CH2:6][CH2:5]4)=[N:29][CH:30]=2)=[CH:23][CH:24]=1. Procedure: Prepared according to general working method I from 6-iodo-2-pyrrolidin-1-ylmethyl-1,2,3,4-tetrahydro-quinoline (260 mg, 0.76 mmol) and 5-(4-chloro-phenyl)-2-ethynyl-pyridine (162 mg, 0.76 mmol).